The task is: describe an organic reaction: reactants, conditions, products, and yield. This data is from the Open Reaction Database (ORD), a public repository of structured organic reaction records. The reactants are CCCCC(CC)C(=O)[O-], C1CCOC1, COC1C(=O)OC(C(O)C=CC2CCCC2)C1O, Cl, CN1C(=O)C(N)CCc2ccccc21, [Na+]. The product is COC(C(=O)NC1CCc2ccccc2N(C)C1=O)C(O)C(O)C(O)C=CC1CCCC1. As a reaction SMILES: [CH2:34]([CH:35]([CH2:36][CH2:37][CH2:38][CH3:39])[C:40]([O-:41])=[O:42])[CH3:43].[CH2:45]1[O:46][CH2:47][CH2:48][CH2:49]1.[CH:1]1([CH:6]=[CH:7][CH:8]([OH:9])[CH:10]2[CH:11]([OH:18])[CH:12]([O:16][CH3:17])[C:13](=[O:15])[O:14]2)[CH2:2][CH2:3][CH2:4][CH2:5]1.[ClH:19].[NH2:20][CH:21]1[C:22](=[O:33])[N:23]([CH3:32])[c:24]2[c:25]([cH:28][cH:29][cH:30][cH:31]2)[CH2:26][CH2:27]1.[Na+:44]>>[CH:1]1([CH:6]=[CH:7][CH:8]([OH:9])[CH:10]([CH:11]([CH:12]([C:13](=[O:15])[NH:20][CH:21]2[C:22](=[O:33])[N:23]([CH3:32])[c:24]3[c:25]([cH:28][cH:29][cH:30][cH:31]3)[CH2:26][CH2:27]2)[O:16][CH3:17])[OH:18])[OH:14])[CH2:2][CH2:3][CH2:4][CH2:5]1.